The task is: describe an organic reaction: reactants, conditions, products, and yield. This data is from the Open Reaction Database (ORD), a public repository of structured organic reaction records. Reactants: N1C=C(C2=CC=CC=C12)CCC(=O)O (3-(1H-indol-3-yl)propanoic acid), C(=O)([O-])[O-].[K+].[K+] (K2CO3), O (water), IC (iodomethane). The solvent is CC#N (MeCN). Conditions: time 3 hour. Product: N1C=C(C2=CC=CC=C12)CCC(=O)OC (methyl 3-(1H-indol-3-yl)propanoate). Isolated yield 99.3%. As a reaction SMILES: [NH:1]1[C:9]2[C:4](=[CH:5][CH:6]=[CH:7][CH:8]=2)[C:3]([CH2:10][CH2:11][C:12]([OH:14])=[O:13])=[CH:2]1.[C:15]([O-])([O-])=O.[K+].[K+].IC.O>CC#N>[NH:1]1[C:9]2[C:4](=[CH:5][CH:6]=[CH:7][CH:8]=2)[C:3]([CH2:10][CH2:11][C:12]([O:14][CH3:15])=[O:13])=[CH:2]1 |f:1.2.3|. Procedure: To a stirring solution of 3-(1H-indol-3-yl)propanoic acid (0.3 g) in MeCN (9 mL) was added K2CO3 (0.33 g) at ambient temperature followed by addition of iodomethane (0.15 mL). After 3 hours, water was added and the mixture was extracted with EtOAc. The organic layer was washed with brine, dried over anhydrous sodium sulfate, filtered and evaporated in vacuo. The residue was purified by column chromatography (n-hexane:EtOAc=3:1) to give methyl 3-(1H-indol-3-yl)propanoate (0.32 g). Reactants: C(CCC)=O (butyraldehyde), C(C)(C)NC(C)C (diisopropylamine). The solvent is C1=CC=CC=C1 (benzene). Product: C(C)(C)N(C(C)C)C=CCC (1-(N,N-Diisopropylamino)-1-butene). Isolated yield 64.6%. As a reaction SMILES: [CH:1](=O)[CH2:2][CH2:3][CH3:4].[CH:6]([NH:9][CH:10]([CH3:12])[CH3:11])([CH3:8])[CH3:7]>C1C=CC=CC=1>[CH:6]([N:9]([CH:1]=[CH:2][CH2:3][CH3:4])[CH:10]([CH3:12])[CH3:11])([CH3:8])[CH3:7]. Procedure details: 6.25 ml (69.3 mmol) of butyraldehyde and 19.44 ml (139 mmol) of diisopropylamine were dissolved in 30 ml of benzene, and the mixture was heated under reflux, while removing the water produced, until the production of water stopped (about 15 hours). The solvent was then removed by distillation under reduced pressure, and the residue was distilled under atmospheric pressure. Those fractions of the distillate having a boiling point of from 140 to 160° C. were collected, to give 6.95 g of the title ...